Task: describe an organic reaction: reactants, conditions, products, and yield. Dataset: the Open Reaction Database (ORD), a public repository of structured organic reaction records Starting materials: CS(=O)(=O)Cl, CCN(C(C)C)C(C)C, ClCCl, OCCOCc1ccco1. Yields the product CS(=O)(=O)CCOCc1ccco1. Reaction SMILES: [CH3:20][S:21]([Cl:22])(=[O:23])=[O:24].[CH:11]([N:12]([CH2:13][CH3:14])[CH:15]([CH3:16])[CH3:17])([CH3:18])[CH3:19].[Cl:25][CH2:26][Cl:27].[OH:1][CH2:2][CH2:3][O:4][CH2:5][c:6]1[o:7][cH:8][cH:9][cH:10]1>>[CH2:2]([CH2:3][O:4][CH2:5][c:6]1[o:7][cH:8][cH:9][cH:10]1)[S:21]([CH3:20])(=[O:23])=[O:24]. Reactants: CC(=O)O, O=Cc1cccnc1, O=C(Cc1ccc(Cl)c(Cl)c1)N1CCNC2CCCC(N3CCCC3)C21, ClCCl. The product is O=C(Cc1ccc(Cl)c(Cl)c1)N1CCN(Cc2cccnc2)C2CCCC(N3CCCC3)C21. RXN SMILES: [CH3:35][C:36](=[O:37])[OH:38].[CH:27]([c:28]1[cH:29][n:30][cH:31][cH:32][cH:33]1)=[O:34].[Cl:1][c:2]1[cH:3][c:4]([CH2:9][C:10](=[O:11])[N:12]2[CH2:13][CH2:14][NH:15][CH:16]3[CH2:17][CH2:18][CH2:19][CH:20]([N:22]4[CH2:23][CH2:24][CH2:25][CH2:26]4)[CH:21]23)[cH:5][cH:6][c:7]1[Cl:8].[Cl:39][CH2:40][Cl:41]>>[Cl:1][c:2]1[cH:3][c:4]([CH2:9][C:10](=[O:11])[N:12]2[CH2:13][CH2:14][N:15]([CH2:27][c:28]3[cH:29][n:30][cH:31][cH:32][cH:33]3)[CH:16]3[CH2:17][CH2:18][CH2:19][CH:20]([N:22]4[CH2:23][CH2:24][CH2:25][CH2:26]4)[CH:21]23)[cH:5][cH:6][c:7]1[Cl:8]. The reactants are CC1=CC(=O)OC1c1ccc(OCCCBr)cc1, CCOC(C)=O. The product is CC1CC(=O)OC1c1ccc(OCCCBr)cc1. Reaction SMILES: [Br:1][CH2:2][CH2:3][CH2:4][O:5][c:6]1[cH:7][cH:8][c:9]([CH:12]2[C:13]([CH3:18])=[CH:14][C:15](=[O:17])[O:16]2)[cH:10][cH:11]1.[CH3:19][CH2:20][O:21][C:22](=[O:23])[CH3:24]>>[Br:1][CH2:2][CH2:3][CH2:4][O:5][c:6]1[cH:7][cH:8][c:9]([CH:12]2[CH:13]([CH3:18])[CH2:14][C:15](=[O:17])[O:16]2)[cH:10][cH:11]1. Starting materials: C(CCC)(=O)C=1C=NC2=CC=CC=C2C1Cl (3-Butyryl-4-chloroquinoline), CC1=C(N)C=CC=C1 (2-methylaniline). Run in O1CCOCC1 (dioxan). Product: C(CCC)(=O)C=1C=NC2=CC=CC=C2C1NC1=C(C=CC=C1)C (3-butyryl-4-(2-methylphenylamino)quinoline). The yield is 59.1%. As a reaction SMILES: [C:1]([C:6]1[CH:7]=[N:8][C:9]2[C:14]([C:15]=1Cl)=[CH:13][CH:12]=[CH:11][CH:10]=2)(=[O:5])[CH2:2][CH2:3][CH3:4].[CH3:17][C:18]1[CH:24]=[CH:23][CH:22]=[CH:21][C:19]=1[NH2:20]>O1CCOCC1>[C:1]([C:6]1[CH:7]=[N:8][C:9]2[C:14]([C:15]=1[NH:20][C:19]1[CH:21]=[CH:22][CH:23]=[CH:24][C:18]=1[CH3:17])=[CH:13][CH:12]=[CH:11][CH:10]=2)(=[O:5])[CH2:2][CH2:3][CH3:4]. Procedure details: 3-Butyryl-4-chloroquinoline (2.33 g, 10 mmol), 2-methylaniline (1.60 ml, 15 mmol) and dioxan (10 ml) were heated at reflux for 30 minutes, then allowed to cool. The hydrochloride salt was filtered off, converted to free base and recrystallised from aqueous ethanol to give 3-butyryl-4-(2-methylphenylamino)quinoline (1.80 g), m.p. 107°-109°. Reactants: OC(C[C@@]1(CCN(C(O1)=O)[C@@H](CC)C1=CC=C(C=C1)B1OC(C(O1)(C)C)(C)C)C1=CC=CC=C1)(C)C ((S)-6-(2-hydroxy-2-methylpropyl)-6-phenyl-3-((S)-1-(4-(4,4,5,5-tetramethyl-1,3,2-dioxaborolan-2-yl)phenyl)propyl)-1,3-oxazinan-2-one), BrC1=CC(N(C=C1)C)=O (4-bromo-1-methylpyridin-2(1H)-one). Yields the product OC(C[C@@]1(CCN(C(O1)=O)[C@@H](CC)C1=CC=C(C=C1)C1=CC(N(C=C1)C)=O)C1=CC=CC=C1)(C)C ((S)-6-(2-hydroxy-2-methylpropyl)-3-((S)-1-(4-(1-methyl-2-oxo-1,2-dihydropyridin-4-yl)phenyl)propyl)-6-phenyl-1,3-oxazinan-2-one). Reaction SMILES: [OH:1][C:2]([CH3:36])([CH3:35])[CH2:3][C@@:4]1([C:29]2[CH:34]=[CH:33][CH:32]=[CH:31][CH:30]=2)[O:9][C:8](=[O:10])[N:7]([C@H:11]([C:14]2[CH:19]=[CH:18][C:17](B3OC(C)(C)C(C)(C)O3)=[CH:16][CH:15]=2)[CH2:12][CH3:13])[CH2:6][CH2:5]1.Br[C:38]1[CH:43]=[CH:42][N:41]([CH3:44])[C:40](=[O:45])[CH:39]=1>>[OH:1][C:2]([CH3:35])([CH3:36])[CH2:3][C@@:4]1([C:29]2[CH:34]=[CH:33][CH:32]=[CH:31][CH:30]=2)[O:9][C:8](=[O:10])[N:7]([C@H:11]([C:14]2[CH:15]=[CH:16][C:17]([C:38]3[CH:43]=[CH:42][N:41]([CH3:44])[C:40](=[O:45])[CH:39]=3)=[CH:18][CH:19]=2)[CH2:12][CH3:13])[CH2:6][CH2:5]1. Procedure: The title compound was prepared from (S)-6-(2-hydroxy-2-methylpropyl)-6-phenyl-3-((S)-1-(4-(4,4,5,5-tetramethyl-1,3,2-dioxaborolan-2-yl)phenyl)propyl)-1,3-oxazinan-2-one and 4-bromo-1-methylpyridin-2(1H)-one following a procedure analogous to that described in Example 59 Step 2. LC-MS Method 2 tR=1.203 min, m/z=971.4; 1H NMR (CDCl3) 0.97 (t, 3H), 1.12 (s, 3H), 1.19 (s, 3H), 1.79-2.02 (m, 2H), 2.11-2.24 (m, 4H), 2.29-2.42 (m, 1H), 2.81 (m, 1H), 3.50 (s, 3H), 5.40 (m, 1H), 6.28 (d, 1H), 6.64 (s, 1...